From a dataset of the Open Reaction Database (ORD), a public repository of structured organic reaction records. describe an organic reaction: reactants, conditions, products, and yield The reactants are NN (Hydrazine), C(C)(C)(C)OC(=O)NC1=CN(C=C1C1=CC=C(C=C1)CC)CCCN1C(C2=C(C1=O)C=CC=C2)=O ((tert-butoxy)-N-{1-[3-(1,3-dioxobenzo[c]azolin-2-yl)propyl]-4-(4-ethylphenyl)pyrrol-3-yl}carboxamide). Run in CCO (EtOH). Product: NCCCN1C=C(C(=C1)C1=CC=C(C=C1)CC)NC(=O)OC(C)(C)C (N-[1-(3-aminopropyl)4-(4-ethylphenyl)pyrrol-3-yl](tert-butoxy)-carboxamide). As a reaction SMILES: NN.[C:3]([O:7][C:8]([NH:10][C:11]1[C:15]([C:16]2[CH:21]=[CH:20][C:19]([CH2:22][CH3:23])=[CH:18][CH:17]=2)=[CH:14][N:13]([CH2:24][CH2:25][CH2:26][N:27]2C(=O)C3C=CC=CC=3C2=O)[CH:12]=1)=[O:9])([CH3:6])([CH3:5])[CH3:4]>CCO>[NH2:27][CH2:26][CH2:25][CH2:24][N:13]1[CH:14]=[C:15]([C:16]2[CH:21]=[CH:20][C:19]([CH2:22][CH3:23])=[CH:18][CH:17]=2)[C:11]([NH:10][C:8]([O:7][C:3]([CH3:4])([CH3:6])[CH3:5])=[O:9])=[CH:12]1. Procedure details: Hydrazine (5 eq) was added to a solution of (tert-butoxy)-N-{1-[3-(1,3-dioxobenzo[c]azolin-2-yl)propyl]-4-(4-ethylphenyl)pyrrol-3-yl}carboxamide (1 eq) in abs. EtOH at 50° C. for 2 hours. The reaction developed a white precipitate which was filtered off. The EtOH was concentrated under reduced pressure. The residue was taken up in CH2Cl2 and the precipitate was filtered again. The organic solution was evaporated to a yellow solid containing product and solvent. Assumed a quantitative yield. Reactants: C(C1=CC(OC)=C(OC)C=C1)(=O)CC(=O)OCC (ethyl veratroylacetate), NC(=O)N (urea). The reagents and catalysts are Cl (hydrochloric acid), Cl (hydrochloric acid). The solvent is C(C)O (ethanol), C(C)O (ethanol). Run at temperature 120 celsius. Yields the product COC=1C=C(C=CC1OC)C1=CC(NC(N1)=O)=O (6-(3,4-dimethoxyphenyl)-2,4(1H,3H)-pyrimidinedione). Isolated yield 27.6%. As a reaction SMILES: [C:1]([CH2:13][C:14]([O:16]CC)=O)(=O)[C:2]1[CH:11]=[CH:10][C:7]([O:8][CH3:9])=[C:4]([O:5][CH3:6])[CH:3]=1.[NH2:19][C:20]([NH2:22])=[O:21]>Cl.C(O)C>[CH3:6][O:5][C:4]1[CH:3]=[C:2]([C:1]2[NH:22][C:20](=[O:21])[NH:19][C:14](=[O:16])[CH:13]=2)[CH:11]=[CH:10][C:7]=1[O:8][CH3:9]. Procedure: To a mixture of ethyl veratroylacetate (45 g) and urea (11.7 g) were added conc. hydrochloric acid (5 drops) and ethanol (5 ml). The mixture was heated at 120° C. for 16 hours under reduced pressure. To the residue was added another conc. hydrochloric acid (5 drops) and ethanol (5 ml) and the mixture was heated again at 150° C. for 2 hours under reduced pressure. The resulting residue was washed successively with ethyl acetate, ethanol and isopropyl ether to give 6-(3,4-dimethoxyphenyl)-2,4(1H,3... The reactants are ClC=1C=C(C=CC1)CCC1=C(C(=O)O)C=CC(=C1)OC (2-(3-chlorophenyl-ethyl]-4-methoxybenzoic acid), O=S(Cl)Cl (SOCl2), [Al+3].[Cl-].[Cl-].[Cl-] (AlCl3). Run in C(Cl)Cl (methylene chloride). Yields the product ClC1=CC2=C(C(C3=C(CC2)C=C(C=C3)OC)=O)C=C1 (2-Chloro-8-methoxy-10,11-dihydrodibenzo[a,d]cyclohepten-5-one). RXN SMILES: [Cl:1][C:2]1[CH:3]=[C:4]([CH2:8][CH2:9][C:10]2[CH:18]=[C:17]([O:19][CH3:20])[CH:16]=[CH:15][C:11]=2[C:12]([OH:14])=O)[CH:5]=[CH:6][CH:7]=1.O=S(Cl)Cl.[Al+3].[Cl-].[Cl-].[Cl-]>C(Cl)Cl>[Cl:1][C:2]1[CH:7]=[CH:6][C:5]2[C:12](=[O:14])[C:11]3[CH:15]=[CH:16][C:17]([O:19][CH3:20])=[CH:18][C:10]=3[CH2:9][CH2:8][C:4]=2[CH:3]=1 |f:2.3.4.5|. Procedure details: For the synthesis of the title compound, 16.6 g (0.057 mol) of [2-(3-chlorophenyl-ethyl]-4-methoxybenzoic acid, 7.25 g (0.06 mol) of SOCl2, 250 ml of methylene chloride and 10 g of AlCl3 (0.075 mol) are employed in method K. Purification is carried out by column chromatography (flash; SiO2; hexane 90%/ethyl acetate 10%). C16H13ClO2(Mr=272.73) Reactants: COC=1C=CC(=C(C1)N)C1CC2=CC=C(C=C2CC1)OC (5-methoxy-2-(6-methoxy-1,2,3,4-tetrahydronaphthalen-2-yl)phenylamine), BrC=1C=CC(=NC1)OCCN1CCCCCC1 (1-[2-(5-bromopyridin-2-yloxy)ethyl]azepane), N1(CCCCCC1)CCOC1=CC=C(C=N1)NC1=C(C=CC(=C1)OC)C1CC2=CC=C(C=C2CC1)OC ([6-(2-azepan-1-ylethoxy)pyridin-3-yl][5-methoxy-2-(6-methoxy-1,2,3,4-tetrahydronaphthalen-2-yl)phenyl]amine). Yields the product N1(CCCCCC1)CCOC1=CC=C(C=N1)NC1=C(C=CC(=C1)O)C1CC=2C=CC(=CC2CC1)O (6-{2-[6-(2-Azepan-1-ylethoxy)pyridin-3-ylamino]-4-hydroxyphenyl}-5,6,7,8-tetrahydronaphthalen-2-ol). Yield: 32.3%. As a reaction SMILES: COC1C=CC(C2CCC3C(=CC=C(OC)C=3)C2)=C(N)C=1.BrC1C=CC(OCCN2CCCCCC2)=NC=1.[N:39]1([CH2:46][CH2:47][O:48][C:49]2[N:54]=[CH:53][C:52]([NH:55][C:56]3[CH:61]=[C:60]([O:62]C)[CH:59]=[CH:58][C:57]=3[CH:64]3[CH2:73][CH2:72][C:71]4[C:66](=[CH:67][CH:68]=[C:69]([O:74]C)[CH:70]=4)[CH2:65]3)=[CH:51][CH:50]=2)[CH2:45][CH2:44][CH2:43][CH2:42][CH2:41][CH2:40]1>>[N:39]1([CH2:46][CH2:47][O:48][C:49]2[N:54]=[CH:53][C:52]([NH:55][C:56]3[CH:61]=[C:60]([OH:62])[CH:59]=[CH:58][C:57]=3[CH:64]3[CH2:73][CH2:72][C:71]4[CH:70]=[C:69]([OH:74])[CH:68]=[CH:67][C:66]=4[CH2:65]3)=[CH:51][CH:50]=2)[CH2:45][CH2:44][CH2:43][CH2:42][CH2:41][CH2:40]1. Procedure: Synthesized from 5-methoxy-2-(6-methoxy-1,2,3,4-tetrahydronaphthalen-2-yl)phenylamine and 1-[2-(5-bromopyridin-2-yloxy)ethyl]azepane according to an analogous synthetic method to Example 116, [6-(2-azepan-1-ylethoxy)pyridin-3-yl][5-methoxy-2-(6-methoxy-1,2,3,4-tetrahydronaphthalen-2-yl)phenyl]amine (308 mg) was used according to an analogous synthetic method to Example 111 to provide the title compound (94 mg). Starting materials: ClC(=O)OC1=C(C=C(C=C1)CC=C)OC (2-methoxy-4-allylphenyl chloroformate), C(CCO)O (1,3-propanediol). Yields the product COC1=C(OC(=O)OCCCO)C=CC(=C1)CC=C (1-(2-methoxy-4-allylphenoxycarbonyloxy)-3-propanol). Reaction SMILES: Cl[C:2]([O:4][C:5]1[CH:10]=[CH:9][C:8]([CH2:11][CH:12]=[CH2:13])=[CH:7][C:6]=1[O:14][CH3:15])=[O:3].[CH2:16]([OH:20])[CH2:17][CH2:18][OH:19]>>[CH3:15][O:14][C:6]1[CH:7]=[C:8]([CH2:11][CH:12]=[CH2:13])[CH:9]=[CH:10][C:5]=1[O:4][C:2]([O:19][CH2:18][CH2:17][CH2:16][OH:20])=[O:3]. Procedure details: The reaction of 2-methoxy-4-allylphenyl chloroformate with 1,3-propanediol yields 1-(2-methoxy-4-allylphenoxycarbonyloxy)-3-propanol. Starting materials: FC1=C(C=CC(=C1)OCC)N1CCC(CC1)N1C(CC2=CC=C(C=C12)CC(=O)OCC)=O (ethyl [1-[1-(2-fluorophenetyl)piperidin-4-yl]-2-oxoindolin-6-yl]acetate), P(=O)(Cl)(Cl)Cl (phosphoryl chloride). Yields the product FC1=C(C=CC(=C1)OCC)N1CCC(CC1)N1C(=CC2=CC=C(C=C12)CC(=O)OCC)Cl (Ethyl [1-[1-(2-Fluorophenetyl)piperidin-4-yl]-2-chloroindol-6-yl]acetate). Procedure: A suspension of ethyl [1-[1-(2-fluorophenetyl)piperidin-4-yl]-2-oxoindolin-6-yl]acetate (32.5 g, 76.559 mmol) in phosphoryl chloride (75.0 ml) was refluxed under heating for 2.5 hours (after 30 min., the suspension was dissolved). After removing the solvent, ethyl acetate (100 ml) and a 2N aqueous sodium hydroxide solution were added thereto, to separate the organic layer. It was washed with a 2N aqueous sodium hydroxide solution, water and brine, and then added with anhydrous magnesium sulfate ... As a reaction SMILES: [F:1][C:2]1[CH:7]=[C:6]([O:8][CH2:9][CH3:10])[CH:5]=[CH:4][C:3]=1[N:11]1[CH2:16][CH2:15][CH:14]([N:17]2[C:25]3[C:20](=[CH:21][CH:22]=[C:23]([CH2:26][C:27]([O:29][CH2:30][CH3:31])=[O:28])[CH:24]=3)[CH2:19][C:18]2=O)[CH2:13][CH2:12]1.P(Cl)(Cl)([Cl:35])=O>>[F:1][C:2]1[CH:7]=[C:6]([O:8][CH2:9][CH3:10])[CH:5]=[CH:4][C:3]=1[N:11]1[CH2:16][CH2:15][CH:14]([N:17]2[C:25]3[C:20](=[CH:21][CH:22]=[C:23]([CH2:26][C:27]([O:29][CH2:30][CH3:31])=[O:28])[CH:24]=3)[CH:19]=[C:18]2[Cl:35])[CH2:13][CH2:12]1. Yield: 97.9%. Starting materials: C1(=CCCC1)N1CCOCC1 (N-cyclopentenyl morpholine), COC=1C=C(C=O)C=CC1OC (3,4-dimethoxybenzaldehyde), C1=CC=CC=C1 (benzene), Cl (hydrochloric acid). Reaction conditions: temperature 30 celsius, time 2 hour. Product: COC=1C=C(C=C2C(CCC2)=O)C=CC1OC (2-(3,4-dimethoxybenzylidene)cyclopentanone). Isolated yield 80.3%. Reaction SMILES: C1(N2CC[O:9]CC2)CCCC=1.[CH3:12][O:13][C:14]1[CH:15]=[C:16]([CH:19]=[CH:20][C:21]=1[O:22][CH3:23])[CH:17]=O.Cl.[CH:25]1[CH:30]=[CH:29][CH:28]=[CH:27]C=1>>[CH3:12][O:13][C:14]1[CH:15]=[C:16]([CH:19]=[CH:20][C:21]=1[O:22][CH3:23])[CH:17]=[C:27]1[CH2:28][CH2:29][CH2:30][C:25]1=[O:9]. Procedure details: With reflux device installed, 36.8 g (0.24 mol) of N-cyclopentenyl morpholine, 0.20 mol of 3,4-dimethoxybenzaldehyde and 200 mL benzene were added to a round bottom flask and heated under reflux for 20 h. The resulting solution was cooled to 30° C. and slowly stirred while 62 mL of hydrochloric acid (6 mol/L) was added. After stirring for 2 h at room temperature, the benzene layer was separated and washed with water to neutral, and dried over anhydrous sodium sulfate overnight. Then the mixture ... Starting materials: C(C)(C)(C)OC1C(C1C1=NC=C(C=C1)C)COC1=NC(=NC(=C1)Cl)C (4-((2-Tert-butoxy-3-(5-methylpyridin-2-yl)cyclopropyl)methoxy)-6-chloro-2-methylpyrimidine), CC1=NN=C(S1)CNC(OC(C)(C)C)=O (tert-butyl (5-methyl-1,3,4-thiadiazol-2-yl)methylcarbamate), C=1C=CC(=CC1)P(C=2C=CC=CC2)C3=CC=C4C=CC=CC4=C3C5=C6C=CC=CC6=CC=C5P(C=7C=CC=CC7)C=8C=CC=CC8 (BINAP), C([O-])([O-])=O.[Cs+].[Cs+] (cesium carbonate). The reagents and catalysts are CC(=O)[O-].CC(=O)[O-].[Pd+2] (Pd(OAc)2). The solvent is C1(=CC=CC=C1)C (toluene). Conditions: temperature 80 celsius. Yields the product C(C)(C)(C)OC1C(C1C1=NC=C(C=C1)C)COC1=CC(=NC(=N1)C)N(C(OC(C)(C)C)=O)CC=1SC(=NN1)C (Tert-Butyl 6-((2-tert-butoxy-3-(5-methylpyridin-2-yl)cyclopropyl)methoxy)-2-methylpyrimidin-4-yl((5-methyl-1,3,4-thiadiazol-2-yl)methyl)carbamate). The yield is 48.9%. Reaction SMILES: [C:1]([O:5][CH:6]1[CH:8]([C:9]2[CH:14]=[CH:13][C:12]([CH3:15])=[CH:11][N:10]=2)[CH:7]1[CH2:16][O:17][C:18]1[CH:23]=[C:22](Cl)[N:21]=[C:20]([CH3:25])[N:19]=1)([CH3:4])([CH3:3])[CH3:2].[CH3:26][C:27]1[S:31][C:30]([CH2:32][NH:33][C:34](=[O:40])[O:35][C:36]([CH3:39])([CH3:38])[CH3:37])=[N:29][N:28]=1.C1C=CC(P(C2C(C3C(P(C4C=CC=CC=4)C4C=CC=CC=4)=CC=C4C=3C=CC=C4)=C3C(C=CC=C3)=CC=2)C2C=CC=CC=2)=CC=1.C(=O)([O-])[O-].[Cs+].[Cs+]>C1(C)C=CC=CC=1.CC([O-])=O.CC([O-])=O.[Pd+2]>[C:1]([O:5][CH:6]1[CH:8]([C:9]2[CH:14]=[CH:13][C:12]([CH3:15])=[CH:11][N:10]=2)[CH:7]1[CH2:16][O:17][C:18]1[N:19]=[C:20]([CH3:25])[N:21]=[C:22]([N:33]([CH2:32][C:30]2[S:31][C:27]([CH3:26])=[N:28][N:29]=2)[C:34](=[O:40])[O:35][C:36]([CH3:37])([CH3:38])[CH3:39])[CH:23]=1)([CH3:4])([CH3:3])[CH3:2] |f:3.4.5,7.8.9|. Reported procedure: The mixture of 12-6 (160 mg, 0.4421 mmol), tert-butyl (5-methyl-1,3,4-thiadiazol-2-yl)methylcarbamate (122 mg, 0.53 mmol), BINAP (31 mg, 0.049 mmol) and cesium carbonate (173 mg, 0.53 mmol) in toluene (2 mL) was stirred for 5 min before Pd(OAc)2 (10 mg, 0.044 mmol) was added. The mixture was degassed with nitrogen for 5 min, then it was heated to 80° C. for overnight. The solvent was removed under reduced pressure and the residue was purified by Pre-TLC (PE/EA=1/1). The product was obtained as a... Reactants: C1(=CC=C(C=C1)S(=O)(=O)Cl)C (p-toluenesulfonyl chloride), N1=CC=CC=C1 (pyridine), BrC=1C(N(N=CC1NCCCOC1=C(C=C(C=C1)C(N)=O)CCCC)CC)=O (4-bromo-5-[3-(2-n-butyl-4-carbamoylphenoxy)propylamino]-2-ethyl-3(2H) pyridazinone). Solvent: CN(C=O)C (N,N-dimethylformamide). The product is BrC=1C(N(N=CC1NCCCOC1=C(C=C(C=C1)C#N)CCCC)CC)=O (4-Bromo-5-[3-(2-n-butyl-4-cyanophenoxy)propylamino]-2-ethyl-3(2H)pyridazinone). RXN SMILES: [Br:1][C:2]1[C:3](=[O:28])[N:4]([CH2:26][CH3:27])[N:5]=[CH:6][C:7]=1[NH:8][CH2:9][CH2:10][CH2:11][O:12][C:13]1[CH:18]=[CH:17][C:16]([C:19](=O)[NH2:20])=[CH:15][C:14]=1[CH2:22][CH2:23][CH2:24][CH3:25].C1(C)C=CC(S(Cl)(=O)=O)=CC=1.N1C=CC=CC=1>CN(C)C=O>[Br:1][C:2]1[C:3](=[O:28])[N:4]([CH2:26][CH3:27])[N:5]=[CH:6][C:7]=1[NH:8][CH2:9][CH2:10][CH2:11][O:12][C:13]1[CH:18]=[CH:17][C:16]([C:19]#[N:20])=[CH:15][C:14]=1[CH2:22][CH2:23][CH2:24][CH3:25]. Procedure: A mixture comprising 316 mg of 4-bromo-5-[3-(2-n-butyl-4-carbamoylphenoxy)propylamino]-2-ethyl-3(2H) pyridazinone (Compound No. 180), 174 mg of p-toluenesulfonyl chloride, 110 mg of pyridine and 5 ml of N,N-dimethylformamide, was stirred at 95° C. for 1.5 hours. The reaction mixture was subjected to distillation under reduced pressure. Water was poured into the residual oily substance, and the mixture was extracted with ethyl acetate. The extract was washed sequentially with 5% dilute hydrochlor... Starting materials: C(C=C)OC1=C(C=CC(=C1)C)C1=C2C(=NC(=C1C(C(=O)OCC)O)C)SC1=C2CCCC1 (Ethyl {4-[2-(allyloxy)-4-methylphenyl]-2-methyl-5,6,7,8-tetrahydro[1]benzothieno[2,3-b]pyridin-3-yl}(hydroxy)acetate), C(C)(=O)OC(C)(C)C (tert-butyl acetate), S(O)(O)(=O)=O (sulphuric acid). Run in ClCCl (dichloromethane). Run at time 2 hour. Yields the product C(C=C)OC1=C(C=CC(=C1)C)C1=C2C(=NC(=C1C(C(=O)OCC)OC(C)(C)C)C)SC1=C2CCCC1 (Ethyl {4-[2-(allyloxy)-4-methylphenyl]-2-methyl-5,6,7,8-tetrahydro[1]benzothieno[2,3-b]pyridin-3-yl}(tert-butoxy)acetate). The yield is 45.0%. Reaction SMILES: [CH2:1]([O:4][C:5]1[CH:10]=[C:9]([CH3:11])[CH:8]=[CH:7][C:6]=1[C:12]1[C:17]([CH:18]([OH:24])[C:19]([O:21][CH2:22][CH3:23])=[O:20])=[C:16]([CH3:25])[N:15]=[C:14]2[S:26][C:27]3[CH2:32][CH2:31][CH2:30][CH2:29][C:28]=3[C:13]=12)[CH:2]=[CH2:3].C(O[C:37]([CH3:40])([CH3:39])[CH3:38])(=O)C.S(=O)(=O)(O)O>ClCCl>[CH2:1]([O:4][C:5]1[CH:10]=[C:9]([CH3:11])[CH:8]=[CH:7][C:6]=1[C:12]1[C:17]([CH:18]([O:24][C:37]([CH3:40])([CH3:39])[CH3:38])[C:19]([O:21][CH2:22][CH3:23])=[O:20])=[C:16]([CH3:25])[N:15]=[C:14]2[S:26][C:27]3[CH2:32][CH2:31][CH2:30][CH2:29][C:28]=3[C:13]=12)[CH:2]=[CH2:3]. Procedure: To a stirred solution of ethyl {4-[2-(allyloxy)-4-methylphenyl]-2-methyl-5,6,7,8-tetrahydro[1]benzothieno[2,3-b]pyridin-3-yl}(hydroxy)acetate (Step 7, 720 mg, 1.59 mmol) in dichloromethane (2.5 mL) was added tert-butyl acetate (2.5 mL) followed by concentrated sulphuric acid (244 μL, 4.78 mmol) and the reaction was stirred at room temperature for 2 hours. The reaction mixture was quenched by addition of a 1 M aqueous sodium hydroxide solution until the solution was at pH 5. The volatile solvents...